Dataset: the Open Reaction Database (ORD), a public repository of structured organic reaction records. Task: describe an organic reaction: reactants, conditions, products, and yield Reactants: CC(=O)OI1(C=2C=CC=CC2C(=O)O1)(OC(=O)C)OC(=O)C (Dess-Martin periodinane), C(C)(C)(C)OC(=O)N1[C@H]2C[C@H]2C[C@H]1CO ((1S,3S,5S)-3-hydroxymethyl-2-aza-bicyclo[3.1.0]hexane-2-carboxylic acid tert-butyl ester), C(=O)(O)[O-].[Na+] (NaHCO3), [O-]S(=O)(=S)[O-].[Na+].[Na+] (Na2S2O3). The solvent is C(Cl)Cl (DCM). Yields the product C(C)(C)(C)OC(=O)N1[C@H]2C[C@H]2C[C@H]1C=O ((1S,3S,5S)-3-formyl-2-aza-bicyclo[3.1.0]hexane-2-carboxylic acid tert-butyl ester). RXN SMILES: CC(OI1(OC(C)=O)(OC(C)=O)OC(=O)C2C=CC=CC1=2)=O.[C:23]([O:27][C:28]([N:30]1[C@H:35]([CH2:36][OH:37])[CH2:34][C@H:33]2[C@@H:31]1[CH2:32]2)=[O:29])([CH3:26])([CH3:25])[CH3:24].C([O-])(O)=O.[Na+].[O-]S([O-])(=S)=O.[Na+].[Na+]>C(Cl)Cl>[C:23]([O:27][C:28]([N:30]1[C@H:35]([CH:36]=[O:37])[CH2:34][C@H:33]2[C@@H:31]1[CH2:32]2)=[O:29])([CH3:26])([CH3:25])[CH3:24] |f:2.3,4.5.6|. Procedure: Dess-Martin periodinane (39.4 mmol, 2.1 eq) is added to a solution of (1S,3S,5S)-3-hydroxymethyl-2-aza-bicyclo[3.1.0]hexane-2-carboxylic acid tert-butyl ester (18.8 mmol, 1.0 eq) in DCM (300 mL). After 2 h sat. NaHCO3 solution and aqueous Na2S2O3 solution are added, the layers are separated and the aqueous layer is extracted twice with DCM. The combined organic layers are washed twice with NaOH solution (1.0 M), water and brine, dried over Na2SO4 and concentrated in vacuo to give the desired pro... Reactants: C(C)I (ethyl iodide), C([O-])([O-])=O.[K+].[K+] (potassium carbonate), ClC1=CC(=C(C(=O)O)C=C1)O (4-chloro-2-hydroxybenzoic acid), CN(C=O)C (dimethylformamide). Run in O (water). Reaction conditions: temperature 70 celsius, time 8 hour. Product: ClC1=CC(=C(C(=O)OCC)C=C1)OCC (ethyl 4-chloro-2-ethoxybenzoate). As a reaction SMILES: [Cl:1][C:2]1[CH:10]=[CH:9][C:5]([C:6]([OH:8])=[O:7])=[C:4](O)[CH:3]=1.[CH2:12](I)[CH3:13].[C:15](=O)([O-])[O-].[K+].[K+].CN(C)[CH:23]=[O:24]>O>[Cl:1][C:2]1[CH:10]=[CH:9][C:5]([C:6]([O:8][CH2:12][CH3:13])=[O:7])=[C:4]([O:24][CH2:23][CH3:15])[CH:3]=1 |f:2.3.4|. Procedure: 5.0 g of 4-chloro-2-hydroxybenzoic acid was dissolved in 25 ml dimethylformamide, and 14.5 g of ethyl iodide and 12 g of potassium carbonate were added thereto, followed by stirring at 70° C. for 8 hours. The reaction solution was diluted with water and then extracted with ethyl acetate. The organic layer was successively washed with 1N hydrochloric acid and brine, dried over anhydrous magnesium sulfate and the solvent was evaporated. The residue was subjected to silica gel column chromatography... The product is COc1cc(N2CCC(N3CCN(CCF)CC3)CC2)ccc1Nc1nccc(-c2c(-c3cccc(C(=O)Nc4c(F)cccc4F)c3)nc3cc(F)ccn23)n1. RXN SMILES: [CH3:71][O-:72].[CH3:80][OH:81].[CH3:85][CH2:86][CH2:87][CH2:88][CH2:89][CH3:90].[Cl:1][c:2]1[n:3][cH:4][cH:5][c:6](-[c:8]2[c:9](-[c:18]3[cH:19][c:20]([C:21](=[O:22])[NH:23][c:24]4[c:25]([F:31])[cH:26][cH:27][cH:28][c:29]4[F:30])[cH:32][cH:33][cH:34]3)[n:10][c:11]3[n:12]2[cH:13][cH:14][c:15]([F:17])[cH:16]3)[n:7]1.[Cl:82][CH2:83][Cl:84].[F:35][CH2:36][CH2:37][N:38]1[CH2:39][CH2:40][N:41]([CH:44]2[CH2:45][CH2:46][N:47]([c:50]3[cH:51][c:52]([O:57][CH3:58])[c:53]([NH2:54])[cH:55][cH:56]3)[CH2:48][CH2:49]2)[CH2:42][CH2:43]1.[Na+:73].[OH2:59].[OH:74][CH2:75][C:76]([F:77])([F:78])[F:79].[c:60]1([CH3:61])[cH:62][cH:63][c:64]([S:65]([OH:66])(=[O:67])=[O:68])[cH:69][cH:70]1>>[c:2]1([NH:54][c:53]2[c:52]([O:57][CH3:58])[cH:51][c:50]([N:47]3[CH2:46][CH2:45][CH:44]([N:41]4[CH2:40][CH2:39][N:38]([CH2:37][CH2:36][F:35])[CH2:43][CH2:42]4)[CH2:49][CH2:48]3)[cH:56][cH:55]2)[n:3][cH:4][cH:5][c:6](-[c:8]2[c:9](-[c:18]3[cH:19][c:20]([C:21](=[O:22])[NH:23][c:24]4[c:25]([F:31])[cH:26][cH:27][cH:28][c:29]4[F:30])[cH:32][cH:33][cH:34]3)[n:10][c:11]3[n:12]2[cH:13][cH:14][c:15]([F:17])[cH:16]3)[n:7]1. Starting materials: C[O-], CO, CCCCCC, O=C(Nc1c(F)cccc1F)c1cccc(-c2nc3cc(F)ccn3c2-c2ccnc(Cl)n2)c1, ClCCl, COc1cc(N2CCC(N3CCN(CCF)CC3)CC2)ccc1N, [Na+], O, OCC(F)(F)F, Cc1ccc(S(=O)(=O)O)cc1. The reactants are NOCc1ccccc1, CCCCCCCCCCN=C=O, ClCCl, CCCCC, ClCCCl. Product: CCCCCCCCCCNC(=O)NOCc1ccccc1. RXN SMILES: [CH2:14]([c:15]1[cH:16][cH:17][cH:18][cH:19][cH:20]1)[O:21][NH2:22].[CH2:1]([CH2:2][CH2:3][CH2:4][CH2:5][CH2:6][CH2:7][CH2:8][CH2:9][CH3:10])[N:11]=[C:12]=[O:13].[CH2:32]([Cl:33])[Cl:34].[CH3:23][CH2:24][CH2:25][CH2:26][CH3:27].[Cl:28][CH2:29][CH2:30][Cl:31]>>[CH2:1]([CH2:2][CH2:3][CH2:4][CH2:5][CH2:6][CH2:7][CH2:8][CH2:9][CH3:10])[NH:11][C:12](=[O:13])[NH:22][O:21][CH2:14][c:15]1[cH:16][cH:17][cH:18][cH:19][cH:20]1. Starting materials: CC1CC2=C(CN1)SC(=N2)C(=O)[O-].[Li+] (lithium 6-methyl-4,5,6,7-tetrahydrothiazolo[5,4-c]pyridine-2-carboxylate), Cl.ClC=1C=C2C=CC(=CC2=CC1)S(=O)(=O)N1CC(NCC1)C(NC(C)C)=O (1-[(6-chloronaphthalen-2-yl)sulfonyl]-3-[(N-isopropyl)carbamoyl]piperazine hydrochloride). Yields the product Cl.ClC=1C=C2C=CC(=CC2=CC1)S(=O)(=O)N1CC(N(CC1)C(=O)C=1SC=2CNC(CC2N1)C)C(NC(C)C)=O (4-[(6-chloronaphthalen-2-yl)sulfonyl]-2-[(N-isopropyl)carbamoyl]-1-[(6-methyl-4,5,6,7-tetrahydrothiazolo[5,4-c]pyridin-2-yl)carbonyl]piperazine hydrochloride). As a reaction SMILES: [CH3:1][CH:2]1[NH:7][CH2:6][C:5]2[S:8][C:9]([C:11]([O-:13])=O)=[N:10][C:4]=2[CH2:3]1.[Li+].Cl.[Cl:16][C:17]1[CH:18]=[C:19]2[C:24](=[CH:25][CH:26]=1)[CH:23]=[C:22]([S:27]([N:30]1[CH2:35][CH2:34][NH:33][CH:32]([C:36](=[O:41])[NH:37][CH:38]([CH3:40])[CH3:39])[CH2:31]1)(=[O:29])=[O:28])[CH:21]=[CH:20]2>>[ClH:16].[Cl:16][C:17]1[CH:18]=[C:19]2[C:24](=[CH:25][CH:26]=1)[CH:23]=[C:22]([S:27]([N:30]1[CH2:35][CH2:34][N:33]([C:11]([C:9]3[S:8][C:5]4[CH2:6][NH:7][CH:2]([CH3:1])[CH2:3][C:4]=4[N:10]=3)=[O:13])[CH:32]([C:36](=[O:41])[NH:37][CH:38]([CH3:39])[CH3:40])[CH2:31]1)(=[O:28])=[O:29])[CH:21]=[CH:20]2 |f:0.1,2.3,4.5|. Reported procedure: Starting materials: lithium 6-methyl-4,5,6,7-tetrahydrothiazolo[5,4-c]pyridine-2-carboxylate, 1-[(6-chloronaphthalen-2-yl)sulfonyl]-3-[(N-isopropyl)carbamoyl]piperazine hydrochloride